Task: describe an organic reaction: reactants, conditions, products, and yield. Dataset: the Open Reaction Database (ORD), a public repository of structured organic reaction records The reactants are C(C)C1=CC=C(C=C1)C(=O)C=1C(=NC=CC1)OCC1=CC=CC=C1 (2-benzyloxy-3-pyridyl 4-ethylphenyl ketone), [BH4-].[Na+] (sodium borohydride). Solvent: C(C)O (ethanol). Run at time 3 hour. Product: C(C)C1=CC=C(C=C1)CC=1C(=NC=CC1)O (3-(4-ethylphenylmethyl)-2-hydroxypyridine). Isolated yield 27.0%. RXN SMILES: [CH2:1]([C:3]1[CH:8]=[CH:7][C:6]([C:9]([C:11]2[C:12]([O:17]CC3C=CC=CC=3)=[N:13][CH:14]=[CH:15][CH:16]=2)=O)=[CH:5][CH:4]=1)[CH3:2].[BH4-].[Na+]>C(O)C>[CH2:1]([C:3]1[CH:4]=[CH:5][C:6]([CH2:9][C:11]2[C:12]([OH:17])=[N:13][CH:14]=[CH:15][CH:16]=2)=[CH:7][CH:8]=1)[CH3:2] |f:1.2|. Procedure details: The above 2-benzyloxy-3-pyridyl 4-ethylphenyl ketone (1.69 g) was dissolved in ethanol (15 ml), and thereto was added sodium borohydride (403 mg), and the mixture was stirred at room temperature for 3 hours. The solvent was evaporated under reduced pressure, and the residue was dissolved in ethyl acetate. The mixture was washed with water and successively with brine, and dried over sodium sulfate. The solvent was evaporated under reduced pressure to give crude 2-benzyloxy-3-pyridyl-4-ethylphenyl...